describe an organic reaction: reactants, conditions, products, and yield From a dataset of the Open Reaction Database (ORD), a public repository of structured organic reaction records. Starting materials: COC1=CC=C2CCN(CC2=C1)CCCCN1C(C=2C(C1=O)=CC=CC2)=O (7-methoxy-2-(4-phthalimidobutyl)-1,2,3,4-tetrahydroisoquinoline), O.NN (hydrazine monohydrate). Solvent: C(C)O (ethanol). Yields the product NCCCCN1CC2=CC(=CC=C2CC1)OC (2-(4-Aminobutyl)-7-methoxy-1,2,3,4-tetrahydroisoquinoline). Yield: 62.5%. RXN SMILES: [CH3:1][O:2][C:3]1[CH:12]=[C:11]2[C:6]([CH2:7][CH2:8][N:9]([CH2:13][CH2:14][CH2:15][CH2:16][N:17]3C(=O)C4=CC=CC=C4C3=O)[CH2:10]2)=[CH:5][CH:4]=1.O.NN>C(O)C>[NH2:17][CH2:16][CH2:15][CH2:14][CH2:13][N:9]1[CH2:8][CH2:7][C:6]2[C:11](=[CH:12][C:3]([O:2][CH3:1])=[CH:4][CH:5]=2)[CH2:10]1 |f:1.2|. Procedure details: A solution of 7-methoxy-2-(4-phthalimidobutyl)-1,2,3,4-tetrahydroisoquinoline (17.4 g 0.0478 mol) and hydrazine monohydrate (4.6 ml, 0.095 mol) in ethanol (300 ml) were stirred at room temperature for 18 h and at reflux for 1 h. The cooled reaction mixture was filtered and the filtrate evaporated in vacuo. The residue was dissolved in 2.5N hydrochloric acid, filtered through Kieselguhr and the filtrate basified with 0.880 ammonia. The product was extracted into dichloromethanc (4×200 ml), the co... Reactants: C=CCBr, COc1ccc2c(c1)C(=O)NCCC2, CN(C)C=O, [H-], [Na+]. The product is C=CCN1CCCc2ccc(OC)cc2C1=O. Reaction SMILES: [CH2:17]([CH:18]=[CH2:19])[Br:20].[CH3:1][O:2][c:3]1[cH:4][c:5]2[c:6]([cH:13][cH:14]1)[CH2:7][CH2:8][CH2:9][NH:10][C:11]2=[O:12].[CH3:21][N:22]([CH3:23])[CH:24]=[O:25].[H-:16].[Na+:15]>>[CH3:1][O:2][c:3]1[cH:4][c:5]2[c:6]([cH:13][cH:14]1)[CH2:7][CH2:8][CH2:9][N:10]([CH2:19][CH:18]=[CH2:17])[C:11]2=[O:12]. Starting materials: [Cl-].[NH4+] (ammonium chloride), ClC1=C2C3=C(C(=NC2=CC=N1)Cl)C=CC(=C3)C=3C=NN(C3)C (1,6-dichloro-9-(1-methyl-1H-pyrazol-4-yl)benzo[c]-1,6-naphthyridine), NC=1C=NC=CC1 (3-aminopyridine), CC(C)([O-])C.[Na+] (sodium tert-butoxide). Solvent: C(C)(=O)OCC (ethyl acetate), C1CCOC1 (THF). Reaction conditions: temperature 85 celsius. Yields the product ClC1=C2C3=C(C(=NC2=CC=N1)NC=1C=NC=CC1)C=CC(=C3)C=3C=NN(C3)C (1-chloro-9-(1-methyl-1H-pyrazol-4-yl)-N-pyridin-3-ylbenzo[c]-1,6-naphthyridin-6-amine). Reaction SMILES: [Cl:1][C:2]1[N:11]=[CH:10][CH:9]=[C:8]2[C:3]=1[C:4]1[CH:16]=[C:15]([C:17]3[CH:18]=[N:19][N:20]([CH3:22])[CH:21]=3)[CH:14]=[CH:13][C:5]=1[C:6](Cl)=[N:7]2.[NH2:23][C:24]1[CH:25]=[N:26][CH:27]=[CH:28][CH:29]=1.CC(C)([O-])C.[Na+].[Cl-].[NH4+]>C1COCC1.C(OCC)(=O)C>[Cl:1][C:2]1[N:11]=[CH:10][CH:9]=[C:8]2[C:3]=1[C:4]1[CH:16]=[C:15]([C:17]3[CH:18]=[N:19][N:20]([CH3:22])[CH:21]=3)[CH:14]=[CH:13][C:5]=1[C:6]([NH:23][C:24]1[CH:25]=[N:26][CH:27]=[CH:28][CH:29]=1)=[N:7]2 |f:2.3,4.5|. Reported procedure: To a solution of 1,6-dichloro-9-(1-methyl-1H-pyrazol-4-yl)benzo[c]-1,6-naphthyridine (50 mg, 0.152 mmol) and 3-aminopyridine (14.30 mg, 0.152 mmol) in THF (1.5 mL), sodium tert-butoxide (43.8 mg, 0.456 mmol) was added. The reaction mixture was heated to 85° C. for 1 h. After cooling to room temperature, aqueous ammonium chloride (saturated) and ethyl acetate were added. The mixture was extracted with ethyl acetate. The combined organic extracts were dried over sodium sulfate and concentrated und... Reactants: CC(=O)C1=CC=C(C=C1)OC(=O)C (4-acetoxyacetophenone), C(C)=O (acetaldehyde), C(C)(=O)OC(C)=O (acetic anhydride), C(C)(=O)O (acetic acid). Reagents/catalysts: [Cr].[Co] (Hastelloy C), O.O.O.O.C(C)(=O)[O-].[Mn+2].C(C)(=O)[O-] (manganese (II) acetate tetrahydrate). Run in C(C)(=O)OCC (ethyl acetate). Run at time 3 hour. The product is C(C)(=O)OC1=CC=C(C(=O)O)C=C1 (4-acetoxybenzoic acid). Reaction SMILES: C[C:2]([C:4]1[CH:9]=[CH:8][C:7]([O:10][C:11]([CH3:13])=[O:12])=[CH:6][CH:5]=1)=[O:3].C(=[O:16])C.C(OC(=O)C)(=O)C.C(O)(=O)C>C(OCC)(=O)C.[Cr].[Co].O.O.O.O.C([O-])(=O)C.[Mn+2].C([O-])(=O)C>[C:11]([O:10][C:7]1[CH:8]=[CH:9][C:4]([C:2]([OH:3])=[O:16])=[CH:5][CH:6]=1)(=[O:12])[CH3:13] |f:5.6,7.8.9.10.11.12.13|. Procedure: A 300 cc Hastelloy C autoclave was charged with 17.8 g (0.1 mol) of 4-acetoxyacetophenone (4-AAP), 0.25 g of manganese (II) acetate tetrahydrate, 1.0 g of acetaldehyde, 25 g of acetic anhydride, and 125 g of acetic acid. An oxygen/nitrogen mixture was sparged into the autoclave at 1000 cc/min such that 5% oxygen was maintained in the vent. A 10% acetaldehyde in acetic acid solution was fed at a rate of 3.0 cc/h. The reaction was run at 150° C. and 100 psig for 3 h. using a stirring speed of 1000... Starting materials: Br, CCOC(=O)CC(C)C(=O)c1ccc(OC)cc1, CC(=O)O, CCO. The product is CCOC(=O)CC(C)C(=O)c1ccc(O)cc1. Reaction SMILES: [BrH:23].[CH2:1]([CH3:2])[O:3][C:4]([CH2:5][CH:6]([C:7](=[O:8])[c:9]1[cH:10][cH:11][c:12]([O:15][CH3:16])[cH:13][cH:14]1)[CH3:17])=[O:18].[CH3:19][C:20](=[O:21])[OH:22].[CH3:24][CH2:25][OH:26]>>[CH2:1]([CH3:2])[O:3][C:4]([CH2:5][CH:6]([C:7](=[O:8])[c:9]1[cH:10][cH:11][c:12]([OH:15])[cH:13][cH:14]1)[CH3:17])=[O:18].